This data is from the Open Reaction Database (ORD), a public repository of structured organic reaction records. The task is: describe an organic reaction: reactants, conditions, products, and yield The reactants are O=C([O-])[O-], CCOC(=O)C1CCNCC1, CN(C)C=O, [K+], [K+], O, BrCC=C1c2ccccc2CCc2ccccc21, c1ccccc1. Product: CCOC(=O)C1CCN(CC=C2c3ccccc3CCc3ccccc32)CC1. As a reaction SMILES: [C:30](=[O:31])([O-:32])[O-:33].[CH2:19]([CH3:20])[O:21][C:22](=[O:23])[CH:24]1[CH2:25][CH2:26][NH:27][CH2:28][CH2:29]1.[CH3:37][N:38]([CH3:39])[CH:40]=[O:41].[K+:34].[K+:35].[OH2:36].[cH:1]1[cH:2][cH:3][cH:4][c:5]2[c:11]1[CH2:10][CH2:9][c:8]1[c:7]([cH:15][cH:14][cH:13][cH:12]1)[C:6]2=[CH:16][CH2:17][Br:18].[cH:42]1[cH:43][cH:44][cH:45][cH:46][cH:47]1>>[cH:1]1[cH:2][cH:3][cH:4][c:5]2[c:11]1[CH2:10][CH2:9][c:8]1[c:7]([cH:15][cH:14][cH:13][cH:12]1)[C:6]2=[CH:16][CH2:17][N:27]1[CH2:26][CH2:25][CH:24]([C:22]([O:21][CH2:19][CH3:20])=[O:23])[CH2:29][CH2:28]1. The reactants are Nc1cccc(Cl)c1, O=[N+]([O-])c1ccc(Oc2c(Cl)cc(S(=O)(=O)Cl)cc2Cl)c(Cl)c1, c1ccncc1. The product is O=[N+]([O-])c1ccc(Oc2c(Cl)cc(S(=O)(=O)Nc3cccc(Cl)c3)cc2Cl)c(Cl)c1. Reaction SMILES: [Cl:1][c:2]1[cH:3][c:4]([NH2:5])[cH:6][cH:7][cH:8]1.[Cl:9][c:10]1[c:11]([O:12][c:13]2[c:14]([Cl:24])[cH:15][c:16]([S:20](=[O:21])(=[O:22])[Cl:23])[cH:17][c:18]2[Cl:19])[cH:25][cH:26][c:27]([N+:29](=[O:30])[O-:31])[cH:28]1.[cH:32]1[cH:33][cH:34][n:35][cH:36][cH:37]1>>[Cl:1][c:2]1[cH:3][c:4]([NH:5][S:20]([c:16]2[cH:15][c:14]([Cl:24])[c:13]([O:12][c:11]3[c:10]([Cl:9])[cH:28][c:27]([N+:29](=[O:30])[O-:31])[cH:26][cH:25]3)[c:18]([Cl:19])[cH:17]2)(=[O:21])=[O:22])[cH:6][cH:7][cH:8]1. Reactants: CC(=O)OC(C)=O, CCOC(=O)c1cc(N=Cc2ccccc2)ccc1O, c1ccncc1. Product: CCOC(=O)c1cc(N=Cc2ccccc2)ccc1OC(C)=O. As a reaction SMILES: [CH3:21][C:22](=[O:23])[O:24][C:25](=[O:26])[CH3:27].[OH:1][c:2]1[c:3]([C:4](=[O:5])[O:6][CH2:7][CH3:8])[cH:9][c:10]([N:13]=[CH:14][c:15]2[cH:16][cH:17][cH:18][cH:19][cH:20]2)[cH:11][cH:12]1.[cH:28]1[cH:29][cH:30][n:31][cH:32][cH:33]1>>[O:1]([c:2]1[c:3]([C:4](=[O:5])[O:6][CH2:7][CH3:8])[cH:9][c:10]([N:13]=[CH:14][c:15]2[cH:16][cH:17][cH:18][cH:19][cH:20]2)[cH:11][cH:12]1)[C:22]([CH3:21])=[O:23]. Starting materials: O1C(C1CC=C(C)C)(C)C1C(CCC(C1OC)=O)(O)CSCC1=C(C=CC=C1)CO (2-(1,2-Epoxy-1,5-dimethyl-4-hexenyl)-1-(2-hydroxymethylbenzyl)thiomethyl-3-methoxy-4oxocyclohexanol), C(C)(=O)[O-].[NH4+] (ammonium acetate), C(#N)[BH3-].[Na+] (sodium cyanoborohydride). The yield is 58.6%. Solvent: CO (methanol). Run at time 1 hour. The product is NC1C(C(C(CC1)(O)CSCC1=C(C=CC=C1)CO)C1(C(CC=C(C)C)O1)C)OC (4-amino-2-(1,2-epoxy-1,5-dimethyl-4-hexenyl)-1-(2-hydroxymethylbenzyl)thiomethyl-3-methoxycyclohexanol). As a reaction SMILES: [O:1]1[CH:3]([CH2:4][CH:5]=[C:6]([CH3:8])[CH3:7])[C:2]1([CH:10]1[CH:15]([O:16][CH3:17])[C:14](=O)[CH2:13][CH2:12][C:11]1([CH2:20][S:21][CH2:22][C:23]1[CH:28]=[CH:27][CH:26]=[CH:25][C:24]=1[CH2:29][OH:30])[OH:19])[CH3:9].C([O-])(=O)C.[NH4+].C([BH3-])#[N:37].[Na+]>CO>[NH2:37][CH:14]1[CH2:13][CH2:12][C:11]([CH2:20][S:21][CH2:22][C:23]2[CH:28]=[CH:27][CH:26]=[CH:25][C:24]=2[CH2:29][OH:30])([OH:19])[CH:10]([C:2]2([CH3:9])[O:1][CH:3]2[CH2:4][CH:5]=[C:6]([CH3:8])[CH3:7])[CH:15]1[O:16][CH3:17] |f:1.2,3.4|. Procedure details: 2-(1,2-Epoxy-1,5-dimethyl-4-hexenyl)-1-(2-hydroxymethylbenzyl)thiomethyl-3-methoxy-4oxocyclohexanol (1.07 g) and ammonium acetate (1.86 g) were dissolved in methanol (25 ml). To the solution was added sodium cyanoborohydride (304 mg), and the mixture was stirred for one hour. The solvent was distilled off under reduced pressure, and the residue was dissolved in ethyl acetate (100 ml). The solution was washed with a saturated aqueous solution of sodium hydrogencarbonate and a saturated aqueous so... The product is BrC=1C=C(C(=NC1)N1CCC(CC1)(C(=O)OC)C)F (Methyl 1-(5-bromo-3-fluoro-2-pyridyl)-4-methyl-piperidine-4-carboxylate). Run at temperature 210 celsius. Reported procedure: 5-Bromo-2-chloro-3-fluoropyridine (100 mg, 0.475 mmol), ethyl 4-methyl-piperidine-4-carboxylate hydrochloride (118 mg, 0.57 mmol), ethyldiisopropylamine (248 uL, 1.426 mmol) and 1-methyl-pyrrolidin-2-one (0.5 mL) were transferred to a microwave reaction vial. The vial was sealed and heated at 210° C. for 15 minutes. A further portion of ethyl 4-methyl-piperidine-4-carboxylate hydrochloride (118 mg, 0.57 mmol) was added and the reaction mixture heated for a further 15 min at 210° C. The reaction ... Reactants: BrC=1C=C(C(=NC1)Cl)F (5-Bromo-2-chloro-3-fluoropyridine), Cl.CC1(CCNCC1)C(=O)OCC (ethyl 4-methyl-piperidine-4-carboxylate hydrochloride), C(C)N(C(C)C)C(C)C (ethyldiisopropylamine), CN1C(CCC1)=O (1-methyl-pyrrolidin-2-one), Cl.CC1(CCNCC1)C(=O)OCC (ethyl 4-methyl-piperidine-4-carboxylate hydrochloride). As a reaction SMILES: [Br:1][C:2]1[CH:3]=[C:4]([F:9])[C:5](Cl)=[N:6][CH:7]=1.Cl.[CH3:11][C:12]1([C:18]([O:20][CH2:21]C)=[O:19])[CH2:17][CH2:16][NH:15][CH2:14][CH2:13]1.C(N(C(C)C)C(C)C)C.CN1CCCC1=O>O>[Br:1][C:2]1[CH:3]=[C:4]([F:9])[C:5]([N:15]2[CH2:16][CH2:17][C:12]([CH3:11])([C:18]([O:20][CH3:21])=[O:19])[CH2:13][CH2:14]2)=[N:6][CH:7]=1 |f:1.2|. Run in O (water). Yield: 47.7%. Product: BrC1=CC2=C(NC(=N2)C=CC2CCCCC2)C=C1 (5-bromo-2-(2-cyclohexyl-vinyl)-1H-benzimidazole). Starting materials: C1(=CC=C(C=C1)S(=O)(=O)O)C (p-toluenesulfonic acid), BrC=1C=C(C(=CC1)N)N (4-bromo-benzene-1,2-diamine), C1(CCCCC1)C=CC(=O)Cl (3-cyclohexyl-acryloyl chloride). Procedure details: To a solution of 4-bromo-benzene-1,2-diamine (3.0 g, 16.1 mmol) in anhydrous toluene (50 mL) was added a solution of 3-cyclohexyl-acryloyl chloride (32.5 mmol) in toluene (5 mL). The resulting solution was stirred at 40° C. for 6 h and then treated with p-toluenesulfonic acid (3.0 g, 16.1 mmol). The resulting mixture was heated at reflux for 18 h. allowed to cool to room temperature and concentrated. The residue obtained was partitioned between ethyl acetate and a saturated solution of sodium bi... Run in C1(=CC=CC=C1)C (toluene), C1(=CC=CC=C1)C (toluene). As a reaction SMILES: [Br:1][C:2]1[CH:3]=[C:4]([NH2:9])[C:5]([NH2:8])=[CH:6][CH:7]=1.[CH:10]1([CH:16]=[CH:17][C:18](Cl)=O)[CH2:15][CH2:14][CH2:13][CH2:12][CH2:11]1.C1(C)C=CC(S(O)(=O)=O)=CC=1>C1(C)C=CC=CC=1>[Br:1][C:2]1[CH:7]=[CH:6][C:5]2[NH:8][C:18]([CH:17]=[CH:16][CH:10]3[CH2:15][CH2:14][CH2:13][CH2:12][CH2:11]3)=[N:9][C:4]=2[CH:3]=1. Run at temperature 40 celsius, time 6 hour. The reactants are O=C1CCCN(Cc2ccccc2)C1, CO, Cl, [K+], Nc1ccccc1, [OH-], O. Product: c1ccc(CN2CCCC(Nc3ccccc3)C2)cc1. As a reaction SMILES: [CH2:2]([c:3]1[cH:4][cH:5][cH:6][cH:7][cH:8]1)[N:9]1[CH2:10][C:11](=[O:15])[CH2:12][CH2:13][CH2:14]1.[CH3:25][OH:26].[ClH:1].[K+:24].[NH2:16][c:17]1[cH:18][cH:19][cH:20][cH:21][cH:22]1.[OH-:23].[OH2:27]>>[CH2:2]([c:3]1[cH:4][cH:5][cH:6][cH:7][cH:8]1)[N:9]1[CH2:10][CH:11]([NH:16][c:17]2[cH:18][cH:19][cH:20][cH:21][cH:22]2)[CH2:12][CH2:13][CH2:14]1.